Dataset: the Open Reaction Database (ORD), a public repository of structured organic reaction records. Task: describe an organic reaction: reactants, conditions, products, and yield Starting materials: C(C)OC(CNC1=NC=CC=C1NC(C1=CC(=CC=C1)F)=O)=O (N-[3-[(3-fluorobenzoyl)amino]-2-pyridinyl]glycine ethyl ester), C(CO)O (ethylene glycol). Solvent: O (Water). Reaction conditions: temperature 195 celsius. The product is C(C)OC(CN1C(=NC=2C1=NC=CC2)C2=CC(=CC=C2)F)=O (2-(3-fluorophenyl)-3H-imidazo[4,5-b]pyridine-3-acetic acid ethyl ester). Yield: 91.2%. Reaction SMILES: [CH2:1]([O:3][C:4](=[O:23])[CH2:5][NH:6][C:7]1[C:12]([NH:13][C:14](=O)[C:15]2[CH:20]=[CH:19][CH:18]=[C:17]([F:21])[CH:16]=2)=[CH:11][CH:10]=[CH:9][N:8]=1)[CH3:2].C(O)CO>O>[CH2:1]([O:3][C:4](=[O:23])[CH2:5][N:6]1[C:7]2=[N:8][CH:9]=[CH:10][CH:11]=[C:12]2[N:13]=[C:14]1[C:15]1[CH:20]=[CH:19][CH:18]=[C:17]([F:21])[CH:16]=1)[CH3:2]. Procedure details: A mixture of N-[3-[(3-fluorobenzoyl)amino]-2-pyridinyl]glycine ethyl ester (20.44 g, 0.065 mole), and ethylene glycol (75 ml) was heated at 195° C. for 40 minutes. Water was added to the cooled reaction mixture and the solid was collected by filtration. The solid was suspended in water (2×100 ml) and collected by filtraion to give 17.75 g of crude 2-(3-fluorophenyl)-3H-imidazo[4,5-b]pyridine-3-acetic acid ethyl ester. A portion of this solid (6.0 g, 0.02 mole) together with sodium hydroxide pell... Reactants: Monobutylester, COC=C.C(\C=C/C(=O)O)(=O)O (methylvinylether maleic acid), CCCCOC(=O)/C=C\C(=O)O.COC=C (GANTREZ ES 425). The product is OC1=CC=C(C(=O)OC)C=C1 (Methyl parahydroxybenzoate). Reaction SMILES: COC=C.C(O)(=O)/[CH:6]=[CH:7]\[C:8](O)=[O:9].CCC[CH2:16][O:17][C:18](/[CH:20]=[CH:21]\[C:22](O)=O)=[O:19].COC=C>>[OH:9][C:8]1[CH:22]=[CH:21][C:20]([C:18]([O:17][CH3:16])=[O:19])=[CH:6][CH:7]=1 |f:0.1,2.3|. Reported procedure: Monobutylester of the copolymer of methylvinylether/maleic acid, sold under the tradename "GANTREZ ES 425" by G.A.F.: 0.37 g, (active material), The reactants are C(C)#N (Acetonitrile), ClCN1S(=O)(=O)C2=CC(=CC(=C2C1=O)C(C)C)OC (2-chloromethyl-4-isopropyl-6-methoxysaccharin), C(C)(C)N(C(C)C)CC (N,N-diisopropylethylamine), CC1=NC=CC(=C1C(=O)O)C (2,4-dimethyl-3-pyridinecarboxylic acid). Run in C(C)(=O)OCC (ethyl acetate). Reaction conditions: time 5 minute. Product: CC1=NC=CC(=C1C(=O)OCN1S(=O)(=O)C2=CC(=CC(=C2C1=O)C(C)C)OC)C (4-isopropyl-6-methoxy-2-saccharinylmethyl 2,4-dimethylpyridine-3 carboxylate). Yield: 58.0%. As a reaction SMILES: C(#N)C.C(N(CC)C(C)C)(C)C.[CH3:13][C:14]1[C:19]([C:20]([OH:22])=[O:21])=[C:18]([CH3:23])[CH:17]=[CH:16][N:15]=1.Cl[CH2:25][N:26]1[C:36](=[O:37])[C:35]2[C:30](=[CH:31][C:32]([O:41][CH3:42])=[CH:33][C:34]=2[CH:38]([CH3:40])[CH3:39])[S:27]1(=[O:29])=[O:28]>C(OCC)(=O)C>[CH3:13][C:14]1[C:19]([C:20]([O:22][CH2:25][N:26]2[C:36](=[O:37])[C:35]3[C:30](=[CH:31][C:32]([O:41][CH3:42])=[CH:33][C:34]=3[CH:38]([CH3:40])[CH3:39])[S:27]2(=[O:28])=[O:29])=[O:21])=[C:18]([CH3:23])[CH:17]=[CH:16][N:15]=1. Procedure: Acetonitrile (20 ml), followed by N,N-diisopropylethylamine (5.8 ml, 33 mmol) were added to 2,4-dimethyl-3-pyridinecarboxylic acid (5.1 g, 33 mmol). The mixture was stirred for 5 minutes, then 2-chloromethyl-4-isopropyl-6-methoxysaccharin (4.3 g, 14 mmol) was added. The reaction mixture was stirred at room temperature for 47 hours, then at 80° C. for 1 hour. The mixture was diluted with ethyl acetate (100 ml), washed with saturated NaHCO3, and the organic layer was dried over Na2SO4. The solvent... Starting materials: CC1=C(C=CC(=C1)C)N (2,4-dimethylphenylamine), BrC1=CC=C(C=C1)C (1-bromo-4-methylbenzene), C(C)(C)(C)P(=O)C(C)(C)C (2-tert-butylphosphinoyl-2-methylpropane), P(=O)([O-])([O-])[O-].[K+].[K+].[K+] (tripotassium phosphate). The reagents and catalysts are C(C)(=O)[O-].[Pd+2].C(C)(=O)[O-] (palladium acetate). The solvent is CN(C=O)C (dimethylformamide). Product: CC1=C(C=CC(=C1)C)NC1=CC=C(C=C1)C ((2,4-dimethylphenyl)-p-tolylamine). Reaction SMILES: [CH3:1][C:2]1[CH:7]=[C:6]([CH3:8])[CH:5]=[CH:4][C:3]=1[NH2:9].Br[C:11]1[CH:16]=[CH:15][C:14]([CH3:17])=[CH:13][CH:12]=1.C(P(C(C)(C)C)=O)(C)(C)C.P([O-])([O-])([O-])=O.[K+].[K+].[K+]>C([O-])(=O)C.[Pd+2].C([O-])(=O)C.CN(C)C=O>[CH3:1][C:2]1[CH:7]=[C:6]([CH3:8])[CH:5]=[CH:4][C:3]=1[NH:9][C:11]1[CH:16]=[CH:15][C:14]([CH3:17])=[CH:13][CH:12]=1 |f:3.4.5.6,7.8.9|. Procedure details: Into a 1 liter three-necked reaction vessel fitted with a cooling tube and a mechanical stirrer, 133 g (1.1 mols) of 2,4-dimethylphenylamine, 171 g (1.0 mol) of 1-bromo-4-methylbenzene, 11.2 g (0.05 mol) of palladium acetate, 32.4 g (0.2 mol) of 2-tert-butylphosphinoyl-2-methylpropane, 212 g (1.0 mol) of tripotassium phosphate and 500 mL of dimethylformamide were introduced to effect reflux for 12 hours in a nitrogen gas atmosphere and with heating in an oil bath. After the reaction was complete... Reactants: C(=O)(OC(C)(C)C)N(CC1=NC=CC=C1)CCC1=CC=C(C(=O)N[C@H](C(=O)O)CCCNCC2=NC=CC=C2)C=C1 ((S)-2-(4-(N-Boc-2-picolylaminoethyl)benzoyl)amino-5-(2-picolylamino)valeric acid), Cl.O1CCOCC1 (hydrochloric acid dioxane). Run in CO (methanol). Run at time 75 minute. The product is Cl (hydrochloride), N1=C(C=CC=C1)CNCCC1=CC=C(C(=O)N[C@H](C(=O)O)CCCNCC2=NC=CC=C2)C=C1 ((S)-2-(4-(2-(N-2-picolylamino)ethyl)benzoylamino)-5-(N-2-picolylamino)valeric acid). As a reaction SMILES: C([N:8]([CH2:16][CH2:17][C:18]1[CH:41]=[CH:40][C:21]([C:22]([NH:24][C@@H:25]([CH2:29][CH2:30][CH2:31][NH:32][CH2:33][C:34]2[CH:39]=[CH:38][CH:37]=[CH:36][N:35]=2)[C:26]([OH:28])=[O:27])=[O:23])=[CH:20][CH:19]=1)[CH2:9][C:10]1[CH:15]=[CH:14][CH:13]=[CH:12][N:11]=1)(OC(C)(C)C)=O.[ClH:42].O1CCOCC1>CO>[ClH:42].[N:11]1[CH:12]=[CH:13][CH:14]=[CH:15][C:10]=1[CH2:9][NH:8][CH2:16][CH2:17][C:18]1[CH:19]=[CH:20][C:21]([C:22]([NH:24][C@@H:25]([CH2:29][CH2:30][CH2:31][NH:32][CH2:33][C:34]2[CH:39]=[CH:38][CH:37]=[CH:36][N:35]=2)[C:26]([OH:28])=[O:27])=[O:23])=[CH:40][CH:41]=1 |f:1.2|. Reported procedure: The compound obtained in Example 10-1 (13.9 mg) was dissolved in methanol (0.28 ml) and 4 mol/l hydrochloric acid/dioxane solution (0.28 ml) was added to the solution. The mixture was stirred for 75 minutes at room temperature. After the completion of the reaction, the solvent was removed by distillation. The residue was purified by silica gel column chromatography (0.5 g, chloroform/methanol/water=7/3/0.5). The obtained product was added with aqueous solution of hydrochloric acid, concentrated ...